From a dataset of the Open Reaction Database (ORD), a public repository of structured organic reaction records. describe an organic reaction: reactants, conditions, products, and yield Starting materials: N(N)C1=NC2=CC=CC=C2C=C1 (2-Hydrazinoquinoline), N#CBr (cyanogen bromide). Solvent: CO (methanol). The product is Br.NC1=NN=C2N1C1=CC=CC=C1C=C2 (1-AMINO-s-TRIAZOLO(4,3-a)QUINOLINE HYDROBROMIDE). As a reaction SMILES: [NH:1]([C:3]1[CH:12]=[CH:11][C:10]2[C:5](=[CH:6][CH:7]=[CH:8][CH:9]=2)[N:4]=1)[NH2:2].[N:13]#[C:14][Br:15]>CO>[BrH:15].[NH2:13][C:14]1[N:4]2[C:5]3[C:10]([CH:11]=[CH:12][C:3]2=[N:1][N:2]=1)=[CH:9][CH:8]=[CH:7][CH:6]=3 |f:3.4|. Reported procedure: 2-Hydrazinoquinoline (25.0 grams) was placed in a 3-liter flask (three-necked, equipped with a condenser) containing 1500 milliliters of methanol. To this flask was added 17 grams of cyanogen bromide. The reaction mixture was refluxed for six hours, at which time it was cooled. The reaction mixture was then evaporated down to approximately 200 milliliters. This solution was then poured into 1 liter of absolute ether. The precipitate which formed was washed with an aliphatic naphtha solvent. This... Reactants: C(C)(C)(C)OC(=O)N[C@H]([C@H](C(=O)OCC)O)C1=CC=CC=C1 (ethyl (2R,3S)-3-tert-butoxycarbonylamino-2-hydroxy-3-phenylpropionate), COC(CC)(CC)OC (3,3-dimethoxypentane). The reagents and catalysts are C1(=CC=C(C=C1)S(=O)(=O)[O-])C.[NH+]1=CC=CC=C1 (pyridinium p-toluene-sulphonate). Solvent: C1(=CC=CC=C1)C (toluene). Reaction conditions: temperature 20 celsius. Yields the product C(C)(C)(C)OC(=O)N1C(O[C@H]([C@@H]1C1=CC=CC=C1)C(=O)OCC)(CC)CC (ethyl (4S,5R)-3-tert-butoxycarbonyl-2,2-diethyl-4-phenyl-5-oxazolidinecarboxylate). Yield: 75.4%. Reaction SMILES: [C:1]([O:5][C:6]([NH:8][C@@H:9]([C:17]1[CH:22]=[CH:21][CH:20]=[CH:19][CH:18]=1)[C@@H:10]([OH:16])[C:11]([O:13][CH2:14][CH3:15])=[O:12])=[O:7])([CH3:4])([CH3:3])[CH3:2].CO[C:25](OC)([CH2:28][CH3:29])[CH2:26][CH3:27]>C1(C)C=CC=CC=1.C1(C)C=CC(S([O-])(=O)=O)=CC=1.[NH+]1C=CC=CC=1>[C:1]([O:5][C:6]([N:8]1[C@@H:9]([C:17]2[CH:18]=[CH:19][CH:20]=[CH:21][CH:22]=2)[C@H:10]([C:11]([O:13][CH2:14][CH3:15])=[O:12])[O:16][C:25]1([CH2:28][CH3:29])[CH2:26][CH3:27])=[O:7])([CH3:2])([CH3:3])[CH3:4] |f:3.4|. Procedure details: A solution of 2.5 g of ethyl (2R,3S)-3-tert-butoxycarbonylamino-2-hydroxy-3-phenylpropionate, 1.12 g of 3,3-dimethoxypentane and 25 mg of pyridinium p-toluene-sulphonate in 25 cm3 of toluene is stirred for 3 hours at a temperature in the region of 20° C. The reaction mixture is heated to boiling and the distillate is collected in a graduated vessel. After 20 cm3 of distillate have been collected, a solution of 1.12 g of 3,3-dimethoxypentane and 25 mg of pyridinium p-toluenesulphonate in 10 cm3 o... Starting materials: C(=O)(O)[O-].[Na+] (NaHCO3), C(C1=CC=CC=C1)OC(=O)ONC(CCC(=O)N)=O (N-(benzyloxycarbonyloxy)succinamide), N[C@H](C(=O)O)C1=CC=C(C=C1)OC ((S)-α-amino-4-methoxybenzeneacetic acid). Run in CC(=O)C.O (acetone H2O). The product is C1(=CC=CC=C1)COC(=O)N[C@H](C(=O)O)C1=CC=C(C=C1)OC ((S)-α-[N-[(phenylmethoxy)carbonyl]amino]-4-methoxybenzeneacetic acid). As a reaction SMILES: C([O-])(O)=O.[Na+].[CH2:6]([O:13][C:14]([O:16]NC(=O)CCC(N)=O)=O)[C:7]1[CH:12]=[CH:11][CH:10]=[CH:9][CH:8]=1.[NH2:25][C@@H:26]([C:30]1[CH:35]=[CH:34][C:33]([O:36][CH3:37])=[CH:32][CH:31]=1)[C:27]([OH:29])=[O:28]>CC(C)=O.O>[C:7]1([CH2:6][O:13][C:14]([NH:25][C@@H:26]([C:30]2[CH:35]=[CH:34][C:33]([O:36][CH3:37])=[CH:32][CH:31]=2)[C:27]([OH:29])=[O:28])=[O:16])[CH:8]=[CH:9][CH:10]=[CH:11][CH:12]=1 |f:0.1,4.5|. Reported procedure: A suspension of NaHCO3 (184 mg, 2.2 mmol), commercially available N-(benzyloxycarbonyloxy)succinamide (548 mg, 2.2 mmol) and (S)-α-amino-4-methoxybenzeneacetic acid (360 mg, 2 mmol), synthesis described in U.S. Pat. No. 3,517,023, in 1:1 acetone/H2O was stirred for 18 hours at 20° C. After partial concentration and extraction with CH2Cl2, the pH was adjusted to 1.5 and the solution extracted with EtOAc (3×). The EtOAc extracts were washed with brine, dried over MgSO4 and concentrated to yield (S... Starting materials: N1C(=CC2=CC=CC=C12)C(=O)Cl (indolecarboxylic acid chloride), C1CCOC1 (THF), Cl (hydrochloric acid), CN1C(CCCC1)CO (1-methyl-2-piperidinemethanol), C1CCOC1 (THF), [Li]CCCC (n-BuLi). The product is N1C=C(C2=CC=CC=C12)C(=O)OCC1N(CCCC1)C ((1-Methyl-2-piperidyl)methyl 1H-indole-3-carboxylate). The solvent is CCCCCC (hexane). RXN SMILES: [CH3:1][N:2]1[CH2:7][CH2:6][CH2:5][CH2:4][CH:3]1[CH2:8][OH:9].[Li]CCCC.[NH:15]1[C:23]2[C:18](=[CH:19][CH:20]=[CH:21][CH:22]=2)[CH:17]=[C:16]1C(Cl)=O.Cl.C1C[O:31][CH2:30]C1>CCCCCC>[NH:15]1[C:23]2[C:18](=[CH:19][CH:20]=[CH:21][CH:22]=2)[C:17]([C:30]([O:9][CH2:8][CH:3]2[CH2:4][CH2:5][CH2:6][CH2:7][N:2]2[CH3:1])=[O:31])=[CH:16]1. Reported procedure: To a THF solution (17 ml) of 1-methyl-2-piperidinemethanol (1.70 g, 13.2 mmol) cooled in an ice-sodium chloride bath to -5° C. was dropwise added a 1.5M hexane solution of n-BuLi (8.7 ml, 13.0 mmol) over a period of 5 min. Stirring was continued under ice-cooling for 30 min. To a mixture was then dropwise added a THF solution (5 ml) of indolecarboxylic acid chloride (1.50 g, 8.35 mmol) over a period of 5 min. After stirring at room temperature for 5 hours, a reaction solution was poured onto dil... Starting materials: Cl (HCl), COC(CC1=CC2=CC=C(C=C2C(=C1C)CC1=CC=C(C=C1)C)F)=O ([6-fluoro-3-methyl-4-(4-methyl-benzyl)-naphthalen-2-yl]-acetic acid methyl ester), O.[OH-].[Li+] (lithium hydroxide monohydrate). The solvent is O (water), O1CCCC1 (tetrahydrofuran), O (water). Run at time 20 hour. The product is FC=1C=C2C(=C(C(=CC2=CC1)CC(=O)O)C)CC1=CC=C(C=C1)C ([6-fluoro-3-methyl-4-(4-methyl-benzyl)-naphthalen-2-yl]-acetic acid). Yield: 60.5%. RXN SMILES: C[O:2][C:3](=[O:25])[CH2:4][C:5]1[C:14]([CH3:15])=[C:13]([CH2:16][C:17]2[CH:22]=[CH:21][C:20]([CH3:23])=[CH:19][CH:18]=2)[C:12]2[C:7](=[CH:8][CH:9]=[C:10]([F:24])[CH:11]=2)[CH:6]=1.O.[OH-].[Li+].Cl>O1CCCC1.O>[F:24][C:10]1[CH:11]=[C:12]2[C:7](=[CH:8][CH:9]=1)[CH:6]=[C:5]([CH2:4][C:3]([OH:25])=[O:2])[C:14]([CH3:15])=[C:13]2[CH2:16][C:17]1[CH:18]=[CH:19][C:20]([CH3:23])=[CH:21][CH:22]=1 |f:1.2.3|. Reported procedure: A solution of [6-fluoro-3-methyl-4-(4-methyl-benzyl)-naphthalen-2-yl]-acetic acid methyl ester (140.8 mg, 0.419 mmol) in tetrahydrofuran (14 mL) was treated with a warm solution of lithium hydroxide monohydrate (175.8 mg, 4.19 mmol) in water (3.5 mL). The reaction mixture was stirred at room temperature for 20 hours, diluted with water, acidified with aqueous 3.0 N HCl and extracted with ethyl acetate. The ethyl acetate layers were combined, washed with brine, dried (MgSO4), filtered and concent... Reactants: Cc1cc([N+](=O)[O-])ccc1OC1CCN(C(=O)OC(C)(C)C)CC1, C, CCO, [Pd]. RXN SMILES: [C:1]([CH3:2])([CH3:3])([CH3:4])[O:5][C:6](=[O:7])[N:8]1[CH2:9][CH2:10][CH:11]([O:14][c:15]2[c:16]([CH3:24])[cH:17][c:18]([N+:21]([O-:22])=[O:23])[cH:19][cH:20]2)[CH2:12][CH2:13]1.[C:28].[CH3:25][CH2:26][OH:27].[Pd:29]>>[C:1]([CH3:2])([CH3:3])([CH3:4])[O:5][C:6](=[O:7])[N:8]1[CH2:9][CH2:10][CH:11]([O:14][c:15]2[c:16]([CH3:24])[cH:17][c:18]([NH2:21])[cH:19][cH:20]2)[CH2:12][CH2:13]1. Product: Cc1cc(N)ccc1OC1CCN(C(=O)OC(C)(C)C)CC1. Reactants: C1(=CC=CC=C1)P(C1=CC=CC=C1)C1=CC=CC=C1 (Triphenylphosphine), O(C1=CC=CC=C1)CCCOCCOCCCO (3-[2-(3-phenoxypropoxy)ethoxy]-1-propanol), C(Br)(Br)(Br)Br (carbon tetrabromide). Procedure: Triphenylphosphine (2.01 g) in dry dichloromethane (16 ml) was added dropwise over 20 min to a stirred solution of 3-[2-(3-phenoxypropoxy)ethoxy]-1-propanol (1.5 g), and carbon tetrabromide (2.54 g) in dry dichloromethane (27 ml) at 0° C. under nitrogen. The solution was allowed to warm to room temperature and stirred under nitrogen for 4 h. The solution was purified by FCC eluting with System F (4:1) to give the title compound (1.75 g) as a colourless oil. T.l.c. (System F 1:1) Rf 0.55 Conditions: time 4 hour. RXN SMILES: C1(P(C2C=CC=CC=2)C2C=CC=CC=2)C=CC=CC=1.[O:20]([CH2:27][CH2:28][CH2:29][O:30][CH2:31][CH2:32][O:33][CH2:34][CH2:35][CH2:36]O)[C:21]1[CH:26]=[CH:25][CH:24]=[CH:23][CH:22]=1.C(Br)(Br)(Br)[Br:39]>ClCCl>[Br:39][CH2:36][CH2:35][CH2:34][O:33][CH2:32][CH2:31][O:30][CH2:29][CH2:28][CH2:27][O:20][C:21]1[CH:26]=[CH:25][CH:24]=[CH:23][CH:22]=1. Yield: 93.5%. Yields the product BrCCCOCCOCCCOC1=CC=CC=C1 ([3-[2-(3-Bromopropoxy)ethoxy]propoxy]benzene). Solvent: ClCCl (dichloromethane), ClCCl (dichloromethane).